Dataset: the Open Reaction Database (ORD), a public repository of structured organic reaction records. Task: describe an organic reaction: reactants, conditions, products, and yield The reactants are ClC=1N=C(C2=C(N1)C(=NC=N2)SC2CC1=CC=CC=C1C2)N2CCOCC2 (2-chloro-8-(2-indanyl-thio)-4-morpholino-pyrimido-[5,4-d]-pyrimidine), N1CCNCC1 (piperazine). Product: C1C(CC2=CC=CC=C12)SC1=NC=NC2=C1N=C(N=C2N2CCOCC2)N2CCNCC2 (8-(2-Indanyl-thio)-4-morpholino-2-piperazino-pyrimido-[5,4-d]-pyrimidine). As a reaction SMILES: Cl[C:2]1[N:3]=[C:4]([N:22]2[CH2:27][CH2:26][O:25][CH2:24][CH2:23]2)[C:5]2[N:11]=[CH:10][N:9]=[C:8]([S:12][CH:13]3[CH2:21][C:20]4[C:15](=[CH:16][CH:17]=[CH:18][CH:19]=4)[CH2:14]3)[C:6]=2[N:7]=1.[NH:28]1[CH2:33][CH2:32][NH:31][CH2:30][CH2:29]1>>[CH2:14]1[C:15]2[C:20](=[CH:19][CH:18]=[CH:17][CH:16]=2)[CH2:21][CH:13]1[S:12][C:8]1[C:6]2[N:7]=[C:2]([N:28]3[CH2:33][CH2:32][NH:31][CH2:30][CH2:29]3)[N:3]=[C:4]([N:22]3[CH2:27][CH2:26][O:25][CH2:24][CH2:23]3)[C:5]=2[N:11]=[CH:10][N:9]=1. Procedure details: This compound was prepared analogous to Example 1 from 2-chloro-8-(2-indanyl-thio)-4-morpholino-pyrimido-[5,4-d]-pyrimidine (m.p.: 202°-205° C.) and piperazine. The product is O=C1NC(=S)SC1=Cc1ccc(N2CCC(NCC(O)COc3ccc(O)cc3)CC2)cc1. Starting materials: NCC(O)COc1ccc(O)cc1, O=C1CCN(c2ccc(C=C3SC(=S)NC3=O)cc2)CC1. As a reaction SMILES: [NH2:22][CH2:23][CH:24]([CH2:25][O:26][c:27]1[cH:28][cH:29][c:30]([OH:33])[cH:31][cH:32]1)[OH:34].[O:1]=[C:2]1[NH:3][C:4](=[S:21])[S:5][C:6]1=[CH:7][c:8]1[cH:9][cH:10][c:11]([N:14]2[CH2:15][CH2:16][C:17](=[O:20])[CH2:18][CH2:19]2)[cH:12][cH:13]1>>[O:1]=[C:2]1[NH:3][C:4](=[S:21])[S:5][C:6]1=[CH:7][c:8]1[cH:9][cH:10][c:11]([N:14]2[CH2:15][CH2:16][CH:17]([NH:22][CH2:23][CH:24]([CH2:25][O:26][c:27]3[cH:28][cH:29][c:30]([OH:33])[cH:31][cH:32]3)[OH:34])[CH2:18][CH2:19]2)[cH:12][cH:13]1. Reactants: COC1=C2C(=CC=NC2=CC=C1OC)OC1=CC=C(C=C1)N (4-(5,6-dimethoxy-quinolin-4-yloxy)-phenylamine), C(C)N1C(N(C(C(=C1)C(=O)O)=O)C1=CC=C(C=C1)F)=O (1-ethyl-3-(4-fluorophenyl)-2,4-dioxo-1,2,3,4-tetrahydropyrimidine-5-carboxylic acid). Yields the product COC1=C2C(=CC=NC2=CC=C1OC)OC1=CC=C(C=C1)NC(=O)C=1C(N(C(N(C1)CC)=O)C1=CC=C(C=C1)F)=O (1-Ethyl-3-(4-fluoro-phenyl)-2,4-dioxo-1,2,3,4-tetrahydro-pyrimidine-5-carboxylic acid [4-(5,6-dimethoxy-quinolin-4-yloxy)-phenyl]-amide). RXN SMILES: [CH3:1][O:2][C:3]1[C:12]([O:13][CH3:14])=[CH:11][CH:10]=[C:9]2[C:4]=1[C:5]([O:15][C:16]1[CH:21]=[CH:20][C:19]([NH2:22])=[CH:18][CH:17]=1)=[CH:6][CH:7]=[N:8]2.[CH2:23]([N:25]1[CH:30]=[C:29]([C:31](O)=[O:32])[C:28](=[O:34])[N:27]([C:35]2[CH:40]=[CH:39][C:38]([F:41])=[CH:37][CH:36]=2)[C:26]1=[O:42])[CH3:24]>>[CH3:1][O:2][C:3]1[C:12]([O:13][CH3:14])=[CH:11][CH:10]=[C:9]2[C:4]=1[C:5]([O:15][C:16]1[CH:17]=[CH:18][C:19]([NH:22][C:31]([C:29]3[C:28](=[O:34])[N:27]([C:35]4[CH:40]=[CH:39][C:38]([F:41])=[CH:37][CH:36]=4)[C:26](=[O:42])[N:25]([CH2:23][CH3:24])[CH:30]=3)=[O:32])=[CH:20][CH:21]=1)=[CH:6][CH:7]=[N:8]2. Reported procedure: This compound was synthesized using 4-(5,6-dimethoxy-quinolin-4-yloxy)-phenylamine and 1-ethyl-3-(4-fluorophenyl)-2,4-dioxo-1,2,3,4-tetrahydropyrimidine-5-carboxylic acid using the procedure for example 1. mp>250° C.; LCMS m/z=557 (M+1); 1H NMR (DMSO) δ: 10.92 (s, 1H), 8.86 (s, 1H), 8.48 (m, 1H), 7.79 (m, 2H), 7.49 (s, 1H), 7.35-7.42 (m, 5H), 7.24-7.27 (m, 2H), 6.49 (m, 1H), 4.00 (m, 2H), 3.94 (s, 3H), 3.92 (s, 3H), 1.29 (m, 3H). Reactants: C(C1=CC=CC=C1)OC1=C(C(=O)NC2=C(C(=O)OC(C)(C)C)C=CC(=C2)C2=CC=CC=C2)C=C(C=C1)N1CCOCC1 (tert-butyl 2-(2-(benzyloxy)-5-(morpholin-4-yl)benzamido)-4-phenylbenzoate). The reagents and catalysts are [C].[Pd] (palladium-carbon). Solvent: C(C)(=O)OCC (ethyl acetate), CO (methanol), C(C)(=O)OCC (Ethyl acetate). Conditions: time 30 minute. Product: OC1=C(C(=O)NC2=C(C(=O)OC(C)(C)C)C=CC(=C2)C2=CC=CC=C2)C=C(C=C1)N1CCOCC1 (tert-butyl 2-(2-hydroxy-5-(morpholin-4-yl)benzamido)-4-phenylbenzoate). Isolated yield 71.4%. As a reaction SMILES: C([O:8][C:9]1[CH:36]=[CH:35][C:34]([N:37]2[CH2:42][CH2:41][O:40][CH2:39][CH2:38]2)=[CH:33][C:10]=1[C:11]([NH:13][C:14]1[CH:26]=[C:25]([C:27]2[CH:32]=[CH:31][CH:30]=[CH:29][CH:28]=2)[CH:24]=[CH:23][C:15]=1[C:16]([O:18][C:19]([CH3:22])([CH3:21])[CH3:20])=[O:17])=[O:12])C1C=CC=CC=1>C(OCC)(=O)C.CO.[C].[Pd]>[OH:8][C:9]1[CH:36]=[CH:35][C:34]([N:37]2[CH2:38][CH2:39][O:40][CH2:41][CH2:42]2)=[CH:33][C:10]=1[C:11]([NH:13][C:14]1[CH:26]=[C:25]([C:27]2[CH:32]=[CH:31][CH:30]=[CH:29][CH:28]=2)[CH:24]=[CH:23][C:15]=1[C:16]([O:18][C:19]([CH3:22])([CH3:21])[CH3:20])=[O:17])=[O:12] |f:3.4|. Procedure: To a solution mixture of the obtained tert-butyl 2-(2-(benzyloxy)-5-(morpholin-4-yl)benzamido)-4-phenylbenzoate (0.060 g) in ethyl acetate (1.5 mL) and methanol (1.5 mL), 10% palladium-carbon (0.030 g) was added, followed by stirring under a hydrogen atmosphere at room temperature for 3 hours and 30 minutes. Ethyl acetate was added to the reaction mixture. The insoluble substance was removed by filtration, and the solvent was evaporated under reduced pressure. Diisopropyl ether was added to the ... As a reaction SMILES: [Br:1][C:2]1[CH:3]=[C:4]([N+:10]([O-])=O)[C:5]([O:8][CH3:9])=[N:6][CH:7]=1.[Sn](Cl)Cl.[CH3:16][CH2:17][O:18]C(C)=O>>[Br:1][C:2]1[CH:3]=[C:4]([NH:10][C:17](=[O:18])[CH3:16])[C:5]([O:8][CH3:9])=[N:6][CH:7]=1. Yields the product BrC=1C=C(C(=NC1)OC)NC(C)=O (N-(5-Bromo-2-methoxy-pyridin-3-yl)-acetamide). Conditions: time 3 hour. Procedure: A suspension of 5-bromo-2-methoxy-3-nitro-pyridine (Stage 63.1.4, 450 mg, 1.93 mmol) and tin dichloride (1.465 mg, 7.72 mmol) in EtOAc (30 ml) was refluxed for 3 h. The reaction mixture was evaporated to dryness and then quenched with cold 3 M aqueous NaOH (50 ml) and CH2Cl2 (50 ml) and stirred for 3 h at rt. The organic layer was separated and the aqueous layer was extracted with CH2Cl2. The combined organic layers were washed with 30 ml sat. aqueous NaHCO3, dried over Na2SO4, filtered and evap... Reactants: BrC=1C=C(C(=NC1)OC)[N+](=O)[O-] (5-bromo-2-methoxy-3-nitro-pyridine), [Sn](Cl)Cl (tin dichloride), CCOC(=O)C (EtOAc). Reactants: C(C)(C)NC1=NC(=CC(=N1)C(=O)O)C (2-isopropylamino-6-methyl-pyrimidine-4-carboxylic acid), CNOC (N,O-dimethylhydroxylamine), CCN(C(C)C)C(C)C (DIPEA), CN(C)C(=[N+](C)C)ON1C2=C(C=CC=C2)N=N1.[B-](F)(F)(F)F (TBTU). The solvent is C(Cl)Cl (DCM), C(Cl)Cl (DCM). Reaction conditions: time 18 hour. The product is CON(C(=O)C1=NC(=NC(=C1)C)NC(C)C)C (2-isopropylamino-6-methyl-pyrimidine-4-carboxylic acid methoxy-methyl-amide). Yield: 98.3%. As a reaction SMILES: [CH:1]([NH:4][C:5]1[N:10]=[C:9]([C:11]([OH:13])=O)[CH:8]=[C:7]([CH3:14])[N:6]=1)([CH3:3])[CH3:2].CCN(C(C)C)C(C)C.CN([C:27]([O:31][N:32]1N=NC2C=CC=C[C:33]1=2)=[N+](C)C)C.[B-](F)(F)(F)F.CNOC>C(Cl)Cl>[CH3:27][O:31][N:32]([CH3:33])[C:11]([C:9]1[CH:8]=[C:7]([CH3:14])[N:6]=[C:5]([NH:4][CH:1]([CH3:2])[CH3:3])[N:10]=1)=[O:13] |f:2.3|. Procedure details: To a solution of 2-isopropylamino-6-methyl-pyrimidine-4-carboxylic acid (2.0 g, 10.2 mmol) in DCM (45 mL), DIPEA (8.8 mL, 51.2 mmol) followed by TBTU (3.9 g, 12.3 mmol) is added. The mixture is stirred at rt for 30 min before N,O-dimethylhydroxylamine (1.20 g, 12.3 mmol) is added. The mixture is stirred at rt for 18 h before it is diluted with DCM, washed with sat. aq. NaHCO3, followed by water, dried over MgSO4, filtered and concentrated. The crude product is purified by CC on silica gel elutin... Reactants: C(C)(C)(C)OC(N([C@H](CC1=CC=CC=C1)C(N(CCC1=NC=CC=C1)C)=O)C)=O (N-Methyl-N{(1R)-1-[N-methyl-N-(2-(2-pyridyl)ethyl)carbamoyl]-2-phenylethyl}carbamic acid tert-butyl ester), FC(C(=O)O)(F)F (Trifluoroacetic acid). The solvent is ClCCl (dichloromethane). Conditions: time 40 minute. Yields the product CN(C([C@@H](CC1=CC=CC=C1)NC)=O)CCC1=NC=CC=C1 ((2R)-N-Methyl-2-(methylamino)-3-phenyl-N-(2-(2-pyridyl)ethyl)propionamide). As a reaction SMILES: C(O[C:6](=O)[N:7](C)[C@@H:8]([C:16](=[O:27])[N:17]([CH3:26])[CH2:18][CH2:19][C:20]1[CH:25]=[CH:24][CH:23]=[CH:22][N:21]=1)[CH2:9][C:10]1[CH:15]=[CH:14][CH:13]=[CH:12][CH:11]=1)(C)(C)C.FC(F)(F)C(O)=O>ClCCl>[CH3:26][N:17]([CH2:18][CH2:19][C:20]1[CH:25]=[CH:24][CH:23]=[CH:22][N:21]=1)[C:16](=[O:27])[C@H:8]([NH:7][CH3:6])[CH2:9][C:10]1[CH:15]=[CH:14][CH:13]=[CH:12][CH:11]=1. Procedure: N-Methyl-N{(1R)-1-[N-methyl-N-(2-(2-pyridyl)ethyl)carbamoyl]-2-phenylethyl}carbamic acid tert-butyl ester was dissolved in dichloromethane (75 mL). Trifluoroacetic acid (75 mL, 0.978 mol) was added to the stirred solution. The reaction mixture was stirred for 40 min. The solvent was removed in vacuo. The product was dissolved in dichloromethane (30 mL) and sat. aqueous sodium hydrogen carbonate solution (20 mL). The reaction mixture was neutralised with solid sodium hydrogen carbonate. Dichlorom...